Dataset: the Open Reaction Database (ORD), a public repository of structured organic reaction records. Task: describe an organic reaction: reactants, conditions, products, and yield The product is C(C)(C)[Si](C(C)C)(C(C)C)SC1=CC=C(C=C1)CO ((4-triisopropylsilanylsulfanyl-phenyl)-methanol). Reported procedure: A solution of triisopropylsilyl thiol (1.904 g, 10.0 mmol) in tetrahydrofuran (10 mL) was added to a stirred suspension of potassium hydride in tetrahydrofuran (10 mL). The resulting suspension was then added to a stirred solution of 4-bromobenzyl alcohol (1.87 g, 10 mmol) and tetrakis[triphenylphosphine]palladium(0) (0.350 g, 0.30 mmol) in benzene (25 mL). The reaction mixture was stirred at reflux for 2 h under a nitrogen atmosphere. Ethyl acetate (200 mL) was added and the solution washed wit... Solvent: O1CCCC1 (tetrahydrofuran), O1CCCC1 (tetrahydrofuran), C1=CC=CC=C1 (benzene). Reaction SMILES: [CH:1]([Si:4]([SH:11])([CH:8]([CH3:10])[CH3:9])[CH:5]([CH3:7])[CH3:6])([CH3:3])[CH3:2].[H-].[K+].Br[C:15]1[CH:22]=[CH:21][C:18]([CH2:19][OH:20])=[CH:17][CH:16]=1.C(OCC)(=O)C>O1CCCC1.C1C=CC=CC=1.C1C=CC(P(C2C=CC=CC=2)C2C=CC=CC=2)=CC=1.C1C=CC(P(C2C=CC=CC=2)C2C=CC=CC=2)=CC=1.C1C=CC(P(C2C=CC=CC=2)C2C=CC=CC=2)=CC=1.C1C=CC(P(C2C=CC=CC=2)C2C=CC=CC=2)=CC=1.[Pd]>[CH:1]([Si:4]([S:11][C:15]1[CH:22]=[CH:21][C:18]([CH2:19][OH:20])=[CH:17][CH:16]=1)([CH:5]([CH3:7])[CH3:6])[CH:8]([CH3:10])[CH3:9])([CH3:3])[CH3:2] |f:1.2,7.8.9.10.11|. Starting materials: C(C)(C)[Si](C(C)C)(C(C)C)S (triisopropylsilyl thiol), [H-].[K+] (potassium hydride), C(C)(=O)OCC (Ethyl acetate), BrC1=CC=C(CO)C=C1 (4-bromobenzyl alcohol). Reagents/catalysts: C1=CC=C(C=C1)P(C2=CC=CC=C2)C3=CC=CC=C3.C1=CC=C(C=C1)P(C2=CC=CC=C2)C3=CC=CC=C3.C1=CC=C(C=C1)P(C2=CC=CC=C2)C3=CC=CC=C3.C1=CC=C(C=C1)P(C2=CC=CC=C2)C3=CC=CC=C3.[Pd] (tetrakis[triphenylphosphine]palladium(0)). RXN SMILES: [CH3:1][CH2:2][CH:3]([CH2:5][CH2:6]/[CH:7]=[CH:8]/[CH:9]=[C:10](/[CH:12]([OH:64])[CH2:13]/[CH:14]=[CH:15]/[CH:16]=[CH:17]/[C:18]([O:20][C@@H:21]1[C@@H:26]([OH:27])[C@@:25]2([O:37][CH2:36][C:29]3[CH:30]=[C:31]([OH:35])[CH:32]=[C:33]([OH:34])[C:28]2=3)[O:24][C@H:23]([CH2:38][OH:39])[C@H:22]1[O:40][C@@H:41]1[O:46][C@H:45]([CH2:47][O:48][C:49](/[CH:51]=[CH:52]/[CH:53]=[CH:54]/[CH:55]=[CH:56]/[CH:57]([OH:60])[CH2:58][CH3:59])=[O:50])[C@H:44]([OH:61])[C@H:43]([OH:62])[C@H:42]1[OH:63])=[O:19])\[CH3:11])[CH3:4].[N+](=CC)=[N-]>O1CCOCC1.CCOCC>[CH3:1][CH2:2][CH:3]([CH2:5][CH2:6]/[CH:7]=[CH:8]/[CH:9]=[C:10](/[CH:12]([OH:64])[CH2:13]/[CH:14]=[CH:15]/[CH:16]=[CH:17]/[C:18]([O:20][C@@H:21]1[C@@H:26]([OH:27])[C@@:25]2([O:37][CH2:36][C:29]3[CH:30]=[C:31]([OH:35])[CH:32]=[C:33]([OH:34])[C:28]2=3)[O:24][C@H:23]([CH2:38][OH:39])[C@H:22]1[O:40][C@@H:41]1[O:46][C@H:45]([CH2:47][O:48][C:49](/[CH:51]=[CH:52]/[CH:53]=[CH:54]/[CH:55]=[CH:56]/[CH:57]([OH:60])[CH2:58][CH3:59])=[O:50])[C@H:44]([OH:61])[C@H:43]([OH:62])[C@H:42]1[OH:63])=[O:19])\[CH3:11])[CH3:4].[CH3:1][CH2:2][CH:3]([CH2:5][CH2:6]/[CH:7]=[CH:8]/[CH:9]=[C:10](/[CH:12]([OH:64])[CH2:13]/[CH:14]=[CH:15]/[CH:16]=[CH:17]/[C:18]([O:20][C@@H:21]1[C@@H:26]([OH:27])[C@@:25]2([O:37][CH2:36][C:29]3[CH:30]=[C:31]([OH:35])[CH:32]=[C:33]([OH:34])[C:28]2=3)[O:24][C@H:23]([CH2:38][OH:39])[C@H:22]1[O:40][C@@H:41]1[O:46][C@H:45]([CH2:47][O:48][C:49](/[CH:51]=[CH:52]/[CH:53]=[CH:54]/[CH:55]=[CH:56]/[CH:57]([OH:60])[CH2:58][CH3:59])=[O:50])[C@H:44]([OH:61])[C@H:43]([OH:62])[C@H:42]1[OH:63])=[O:19])\[CH3:11])[CH3:4].[CH2:18]([O:20][CH2:21][CH3:22])[CH3:17] |f:5.6|. Reactants: CCC(C)CC/C=C/C=C(\C)/C(C/C=C/C=C/C(=O)O[C@H]1[C@@H]([C@H](O[C@]2([C@@H]1O)C3=C(C=C(C=C3O)O)CO2)CO)O[C@H]4[C@@H]([C@H]([C@H]([C@H](O4)COC(=O)/C=C/C=C/C=C/C(CC)O)O)O)O)O (Papulacandin B), [N+](=[N-])=CC (diazoethane). Reported procedure: The ethyl ether of Papulacandin B is prepared as follows: a solution of 1050 mg of Papulacandin B in 30 ml dioxan is allowed to stand at 0° C. for 12 minutes with a solution of diazoethane in ether. After having evaporated off the solvent the residue is chromatographed on a silica gel column (70 g) with chloroform and increasing amounts of methanol (2 to 20%) as eluents. Colorless, amorphous Papulacandin B-monoethyl ether is obtained after precipitation from acetone/ether/hexane. The IR-spectrum... Product: CCC(C)CC/C=C/C=C(\C)/C(C/C=C/C=C/C(=O)O[C@H]1[C@@H]([C@H](O[C@]2([C@@H]1O)C3=C(C=C(C=C3O)O)CO2)CO)O[C@H]4[C@@H]([C@H]([C@H]([C@H](O4)COC(=O)/C=C/C=C/C=C/C(CC)O)O)O)O)O (Papulacandin B), CCC(C)CC/C=C/C=C(\C)/C(C/C=C/C=C/C(=O)O[C@H]1[C@@H]([C@H](O[C@]2([C@@H]1O)C3=C(C=C(C=C3O)O)CO2)CO)O[C@H]4[C@@H]([C@H]([C@H]([C@H](O4)COC(=O)/C=C/C=C/C=C/C(CC)O)O)O)O)O.C(C)OCC (Papulacandin B monoethyl ether). The solvent is C(C)OCC (ethyl ether), O1CCOCC1 (dioxan), CCOCC (ether). The reactants are COc1ccc(CNc2c(OCCSc3ccccc3Cl)n[nH]c(=O)c2Br)cc1OC, O=C(OO)c1cccc(Cl)c1, ClCCl, [Na+], [Na+], O=S([O-])([O-])=S. Product: COc1ccc(CNc2c(OCCS(=O)c3ccccc3Cl)n[nH]c(=O)c2Br)cc1OC. Reaction SMILES: [Br:1][c:2]1[c:3](=[O:31])[nH:4][n:5][c:6]([O:20][CH2:21][CH2:22][S:23][c:24]2[c:25]([Cl:30])[cH:26][cH:27][cH:28][cH:29]2)[c:7]1[NH:8][CH2:9][c:10]1[cH:11][c:12]([O:18][CH3:19])[c:13]([O:16][CH3:17])[cH:14][cH:15]1.[Cl:32][c:33]1[cH:34][cH:35][cH:36][c:37]([C:38]([O:39][OH:41])=[O:40])[cH:42]1.[Cl:50][CH2:51][Cl:52].[Na+:48].[Na+:49].[S:43]([O-:44])([O-:45])(=[O:46])=[S:47]>>[Br:1][c:2]1[c:3](=[O:31])[nH:4][n:5][c:6]([O:20][CH2:21][CH2:22][S:23]([c:24]2[c:25]([Cl:30])[cH:26][cH:27][cH:28][cH:29]2)=[O:40])[c:7]1[NH:8][CH2:9][c:10]1[cH:11][c:12]([O:18][CH3:19])[c:13]([O:16][CH3:17])[cH:14][cH:15]1. Starting materials: FC1=C(C(=NN1C)C(F)F)C=O (5-fluoro-1-methyl-3-difluoromethyl-1H-pyrazole-4-carbaldehyde), I(=O)(=O)(=O)O (periodic acid), C(C)(=O)OCC (ethyl acetate). Run at time 30 minute. Product: FC(C1=NN(C(=C1C(=O)O)F)C)F (3-(difluoromethyl)-5-fluoro-1-methyl-1H-pyrazole-4-carboxylic acid). The solvent is C(C)#N (acetonitrile), C(C)#N (acetonitrile). Isolated yield 83.0%. The reagents and catalysts are C=1C=C[NH+]=CC1.[O-][Cr](=O)(=O)Cl (PCC). Procedure: A suspension of 79.7 g (350 mmol) of periodic acid in 640 ml of absolute acetonitrile was stirred for 30 min. At 0° C., 56.6 g (318 mmol) of 5-fluoro-1-methyl-3-difluoromethyl-1H-pyrazole-4-carbaldehyde (IV-1) and 1.4 g (6 mmol) of PCC dissolved in 130 ml of dry acetonitrile were added. The reaction mixture was subsequently stirred at room temperature for 2.5 hours. After 1600 ml of ethyl acetate had been added, the reaction mixture was washed in succession with saturated sodium chloride solutio... As a reaction SMILES: I(O)(=O)(=O)=O.[F:6][C:7]1[N:11]([CH3:12])[N:10]=[C:9]([CH:13]([F:15])[F:14])[C:8]=1[CH:16]=[O:17].C(OCC)(=[O:20])C>C(#N)C.C1C=C[NH+]=CC=1.[O-][Cr](Cl)(=O)=O>[F:15][CH:13]([F:14])[C:9]1[C:8]([C:16]([OH:20])=[O:17])=[C:7]([F:6])[N:11]([CH3:12])[N:10]=1 |f:4.5|. Reactants: CCCCCOc1c(OC)ccc2cc(C(=O)OC)c(=O)[nH]c12, CO, Cl, [Na+], [OH-], O. Product: CCCCCOc1c(OC)ccc2cc(C(=O)O)c(=O)[nH]c12. RXN SMILES: [CH3:1][O:2][C:3](=[O:4])[c:5]1[c:6](=[O:23])[nH:7][c:8]2[c:9]([O:17][CH2:18][CH2:19][CH2:20][CH2:21][CH3:22])[c:10]([O:15][CH3:16])[cH:11][cH:12][c:13]2[cH:14]1.[CH3:27][OH:28].[ClH:26].[Na+:25].[OH-:24].[OH2:29]>>[O:2]=[C:3]([OH:4])[c:5]1[c:6](=[O:23])[nH:7][c:8]2[c:9]([O:17][CH2:18][CH2:19][CH2:20][CH2:21][CH3:22])[c:10]([O:15][CH3:16])[cH:11][cH:12][c:13]2[cH:14]1. Starting materials: CSC(C(=O)C=1N=C(SC1)NC=O)=O (2-(2-formylaminothiazol-4-yl)thioglyoxylic S-acid methyl ester), [OH-].[Na+] (sodium hydroxide), Cl (hydrochloric acid). Solvent: O (water), O (water). Run at time 1 hour. Product: C(=O)NC=1SC=C(N1)C(C(=O)O)=O (2-(2-formylaminothiazol-4-yl)glyoxylic acid). Isolated yield 81.6%. As a reaction SMILES: CS[C:3](=[O:14])[C:4]([C:6]1[N:7]=[C:8]([NH:11][CH:12]=[O:13])[S:9][CH:10]=1)=[O:5].[OH-:15].[Na+].Cl>O>[CH:12]([NH:11][C:8]1[S:9][CH:10]=[C:6]([C:4](=[O:5])[C:3]([OH:14])=[O:15])[N:7]=1)=[O:13] |f:1.2|. Procedure: In 200 ml of water is suspended 23 g of 2-(2-formylaminothiazol-4-yl)thioglyoxylic S-acid methyl ester, and 125 ml of a 2N aqueous sodium hydroxide solution was added thereto dropwise with water-cooling over a period of 30 minutes, after which the resulting mixture was stirred at room temperature for 1 hour. After completion of the reaction, the thus obtained reaction mixture was adjusted to pH 2.5 with 6N hydrochloric acid. The deposited crystals were collected by filtration, washed successivel...